From a dataset of the Open Reaction Database (ORD), a public repository of structured organic reaction records. describe an organic reaction: reactants, conditions, products, and yield Reaction SMILES: [CH3:1][O:2][c:3]1[cH:4][cH:5][c:6]([N:13]2[CH2:14][CH2:15][O:16][CH2:17][CH2:18]2)[c:7]2[c:8]1[n:9][c:10]([NH2:12])[s:11]2.[c:19]1([O:25][C:26](=[O:20])[c:28]2[cH:29][n:30][n:31]([CH2:33][CH2:34][O:35][CH3:36])[cH:32]2)[cH:21][cH:22][cH:23][cH:24][cH:27]1>>[CH3:1][O:2][c:3]1[cH:4][cH:5][c:6]([N:13]2[CH2:14][CH2:15][O:16][CH2:17][CH2:18]2)[c:7]2[c:8]1[n:9][c:10]([NH:12][C:26](=[O:25])[c:28]1[cH:29][n:30][n:31]([CH2:33][CH2:34][O:35][CH3:36])[cH:32]1)[s:11]2. Reactants: COc1ccc(N2CCOCC2)c2sc(N)nc12, COCCn1cc(C(=O)Oc2ccccc2)cn1. Yields the product COCCn1cc(C(=O)Nc2nc3c(OC)ccc(N4CCOCC4)c3s2)cn1. Reactants: COC(C1=CC=C(C=C1)C1(CC1)NC(OCC=C)=O)=C1C(OC2=C1C=CC=C2)=O (allyl (1-{4-[methoxy-(2-oxobenzofuran-3-ylidene)methyl]phenyl}cyclopropyl)-carbamate), NC1=CC=C(C=C1)C=1N=CN(C1)C (4-(4-aminophenyl)-1-methylimidazole). The solvent is CN1CCCN(C1=O)C (DMPU), C(C)(=O)OCC (ethyl acetate). Yields the product CN1C=NC(=C1)C1=CC=C(C=C1)NC(C1=CC=C(C=C1)C1(CC1)NC(OCC=C)=O)=C1C(OC2=C1C=CC=C2)=O (allyl (1-{4-[[4-(1-methyl-1H-imidazol-4-yl)phenylamino]-(2-oxobenzofuran-3-ylidene)methyl]phenyl}cyclopropyl)carbamate). As a reaction SMILES: CO[C:3](=[C:20]1[C:24]2[CH:25]=[CH:26][CH:27]=[CH:28][C:23]=2[O:22][C:21]1=[O:29])[C:4]1[CH:9]=[CH:8][C:7]([C:10]2([NH:13][C:14](=[O:19])[O:15][CH2:16][CH:17]=[CH2:18])[CH2:12][CH2:11]2)=[CH:6][CH:5]=1.[NH2:30][C:31]1[CH:36]=[CH:35][C:34]([C:37]2[N:38]=[CH:39][N:40]([CH3:42])[CH:41]=2)=[CH:33][CH:32]=1>CN1C(=O)N(C)CCC1.C(OCC)(=O)C>[CH3:42][N:40]1[CH:41]=[C:37]([C:34]2[CH:35]=[CH:36][C:31]([NH:30][C:3](=[C:20]3[C:24]4[CH:25]=[CH:26][CH:27]=[CH:28][C:23]=4[O:22][C:21]3=[O:29])[C:4]3[CH:9]=[CH:8][C:7]([C:10]4([NH:13][C:14](=[O:19])[O:15][CH2:16][CH:17]=[CH2:18])[CH2:11][CH2:12]4)=[CH:6][CH:5]=3)=[CH:32][CH:33]=2)[N:38]=[CH:39]1. Procedure details: 1.05 g of allyl (1-{4-[methoxy-(2-oxobenzofuran-3-ylidene)methyl]phenyl}cyclopropyl)-carbamate and 0.47 g of 4-(4-aminophenyl)-1-methylimidazole in 3 mL of DMPU were reacted in the microwave reactor at 180° C. After cooling, the mixture was diluted to 150 mL with ethyl acetate, extracted 2× with water, and the organic phase was dried over MgSO4 and evaporated down to the residue with silica gel. The substance was chromatographed with dichloromethane/methanol (97:3) on silica gel 70 at a flow rat... The reactants are CC(=O)O, COc1ccc(C=Cc2cc(OC)c(OC)c(OC)c2)cc1[N+](=O)[O-], [Zn]. Product: COc1ccc(C=Cc2cc(OC)c(OC)c(OC)c2)cc1N. As a reaction SMILES: [CH3:26][C:27](=[O:28])[OH:29].[N+:1]([O-:2])(=[O:3])[c:4]1[cH:5][c:6]([CH:12]=[CH:13][c:14]2[cH:15][c:16]([O:24][CH3:25])[c:17]([O:22][CH3:23])[c:18]([O:20][CH3:21])[cH:19]2)[cH:7][cH:8][c:9]1[O:10][CH3:11].[Zn:30]>>[NH2:1][c:4]1[cH:5][c:6]([CH:12]=[CH:13][c:14]2[cH:15][c:16]([O:24][CH3:25])[c:17]([O:22][CH3:23])[c:18]([O:20][CH3:21])[cH:19]2)[cH:7][cH:8][c:9]1[O:10][CH3:11]. Starting materials: C, CO, Cc1ccc(CN2CCC(CNC(=O)CNC(=O)c3cc(F)c(F)cc3N)CC2)cc1[N+](=O)[O-], [Pd]. The product is Cc1ccc(CN2CCC(CNC(=O)CNC(=O)c3cc(F)c(F)cc3N)CC2)cc1N. RXN SMILES: [C:35].[CH3:37][OH:38].[NH2:1][c:2]1[c:3]([C:4](=[O:5])[NH:6][CH2:7][C:8](=[O:9])[NH:10][CH2:11][CH:12]2[CH2:13][CH2:14][N:15]([CH2:18][c:19]3[cH:20][c:21]([N+:26]([O-:27])=[O:28])[c:22]([CH3:25])[cH:23][cH:24]3)[CH2:16][CH2:17]2)[cH:29][c:30]([F:34])[c:31]([F:33])[cH:32]1.[Pd:36]>>[NH2:1][c:2]1[c:3]([C:4](=[O:5])[NH:6][CH2:7][C:8](=[O:9])[NH:10][CH2:11][CH:12]2[CH2:13][CH2:14][N:15]([CH2:18][c:19]3[cH:20][c:21]([NH2:26])[c:22]([CH3:25])[cH:23][cH:24]3)[CH2:16][CH2:17]2)[cH:29][c:30]([F:34])[c:31]([F:33])[cH:32]1.